From a dataset of the Open Reaction Database (ORD), a public repository of structured organic reaction records. describe an organic reaction: reactants, conditions, products, and yield Reactants: CCOC(C)=O, Cc1cc(C)c(Nc2ccc(F)cc2[N+](=O)[O-])c(C)c1. Product: Cc1cc(C)c(Nc2ccc(F)cc2N)c(C)c1. As a reaction SMILES: [CH3:21][CH2:22][O:23][C:24](=[O:25])[CH3:26].[F:1][c:2]1[cH:3][c:4]([N+:18]([O-:19])=[O:20])[c:5]([NH:8][c:9]2[c:10]([CH3:17])[cH:11][c:12]([CH3:16])[cH:13][c:14]2[CH3:15])[cH:6][cH:7]1>>[F:1][c:2]1[cH:3][c:4]([NH2:18])[c:5]([NH:8][c:9]2[c:10]([CH3:17])[cH:11][c:12]([CH3:16])[cH:13][c:14]2[CH3:15])[cH:6][cH:7]1. The reactants are ClC=1C=C2C(=CC=NC2=CC1)N1CCNCC1 (6-Chloro-4-(piperazin-1-yl)quinoline), FC1=CC=C(C=C1)N=C=O (4-fluorophenyl isocyanate), CCCCCC.CCOC(=O)C (hexane EtOAc). The reagents and catalysts are CN(C)C=1C=CN=CC1 (DMAP). The solvent is C1CCOC1 (THF). Yields the product ClC=1C=C2C(=CC=NC2=CC1)N1CCN(CC1)C(=O)NC1=CC=C(C=C1)F (6-Chloro-4-[4-(4-fluorophenylaminocarbonyl)piperazin-1-yl]quinoline). Reaction SMILES: [Cl:1][C:2]1[CH:3]=[C:4]2[C:9](=[CH:10][CH:11]=1)[N:8]=[CH:7][CH:6]=[C:5]2[N:12]1[CH2:17][CH2:16][NH:15][CH2:14][CH2:13]1.[F:18][C:19]1[CH:24]=[CH:23][C:22]([N:25]=[C:26]=[O:27])=[CH:21][CH:20]=1.CCCCCC.CCOC(C)=O>CN(C1C=CN=CC=1)C.C1COCC1>[Cl:1][C:2]1[CH:3]=[C:4]2[C:9](=[CH:10][CH:11]=1)[N:8]=[CH:7][CH:6]=[C:5]2[N:12]1[CH2:13][CH2:14][N:15]([C:26]([NH:25][C:22]2[CH:23]=[CH:24][C:19]([F:18])=[CH:20][CH:21]=2)=[O:27])[CH2:16][CH2:17]1 |f:2.3|. Procedure: 6-Chloro-4-(piperazin-1-yl)quinoline (0.25 g, 1.0 mmol), 4-fluorophenyl isocyanate (170 μL, 1.5 mmol), and DMAP (2 mg) in THF (10 mL) are reacted according to method C yielding the product as a colorless solid after column chromatography with hexane-EtOAc. 1H NMR ([D]6-DMSO), δ 3.17 (m, 4H), 3.75 (m, 4H), 7.08 (t, 2H), 7.10 (d, 1H), 7.46 (dd, 2H), 7.72 (dd, 1H), 7.98 (d, 1H), 8.01 (d, 1H), 8.68 (br. s, 1H), 8.72 (d, 1H). Starting materials: Cc1cccc(C)c1B(O)O, COc1ccc(S(=O)(=O)[O-])c(OC)c1-c1ccccc1P(C1CCCCC1)C1CCCCC1, NC(=O)c1cccc(Cl)c1, [K+], [K+], [Na+], O=C([O-])[O-], CC(=O)[O-], CC(=O)[O-], O, [Pd+2]. The product is Cc1cccc(C)c1-c1cccc(C(N)=O)c1. RXN SMILES: [CH3:11][c:12]1[c:13]([B:19]([OH:20])[OH:21])[c:14]([CH3:18])[cH:15][cH:16][cH:17]1.[CH:22]1([P:23]([CH:24]2[CH2:25][CH2:26][CH2:27][CH2:28][CH2:29]2)[c:30]2[cH:31][cH:32][cH:33][cH:34][c:35]2-[c:36]2[c:37]([O:38][CH3:39])[cH:40][cH:41][c:42]([S:43]([O-:44])(=[O:45])=[O:46])[c:47]2[O:48][CH3:49])[CH2:50][CH2:51][CH2:52][CH2:53][CH2:54]1.[Cl:1][c:2]1[cH:3][c:4]([C:5](=[O:6])[NH2:7])[cH:8][cH:9][cH:10]1.[K+:56].[K+:57].[Na+:55].[O-:58][C:59]([O-:60])=[O:61].[O-:63][C:64]([CH3:65])=[O:66].[O-:67][C:68]([CH3:69])=[O:70].[OH2:71].[Pd+2:62]>>[c:2]1(-[c:13]2[c:12]([CH3:11])[cH:17][cH:16][cH:15][c:14]2[CH3:18])[cH:3][c:4]([C:5](=[O:6])[NH2:7])[cH:8][cH:9][cH:10]1. Reactants: COC(=O)C(N)Cc1ccc(Br)s1, O=C(O)c1ccc(Cl)cc1NS(=O)(=O)c1cccc2nccnc12, Cl. The product is COC(=O)C(Cc1ccc(Br)s1)NC(=O)c1ccc(Cl)cc1NS(=O)(=O)c1cccc2nccnc12. As a reaction SMILES: [CH3:26][O:27][C:28]([CH:29]([CH2:30][c:31]1[s:32][c:33]([Br:36])[cH:34][cH:35]1)[NH2:37])=[O:38].[Cl:1][c:2]1[cH:3][c:4]([NH:11][S:12](=[O:13])(=[O:14])[c:15]2[c:16]3[n:17][cH:18][cH:19][n:20][c:21]3[cH:22][cH:23][cH:24]2)[c:5]([C:6](=[O:7])[OH:8])[cH:9][cH:10]1.[ClH:25]>>[Cl:1][c:2]1[cH:3][c:4]([NH:11][S:12](=[O:13])(=[O:14])[c:15]2[c:16]3[n:17][cH:18][cH:19][n:20][c:21]3[cH:22][cH:23][cH:24]2)[c:5]([C:6](=[O:7])[NH:37][CH:29]([C:28]([O:27][CH3:26])=[O:38])[CH2:30][c:31]2[s:32][c:33]([Br:36])[cH:34][cH:35]2)[cH:9][cH:10]1. Starting materials: CCc1c(OC)nc2nc(C(=O)C#CCOC3CCCCO3)c(Br)n2c1C, O=C([O-])O, CO, Cl, [Na+]. Product: CCc1c(OC)nc2nc(C(=O)C#CCO)c(Br)n2c1C. Reaction SMILES: [Br:1][c:2]1[c:3]([C:16]([C:17]#[C:18][CH2:19][O:20][CH:21]2[CH2:22][CH2:23][CH2:24][CH2:25][O:26]2)=[O:27])[n:4][c:5]2[n:6]1[c:7]([CH3:15])[c:8]([CH2:13][CH3:14])[c:9]([O:11][CH3:12])[n:10]2.[C:28](=[O:29])([OH:30])[O-:31].[CH3:33][OH:34].[ClH:35].[Na+:32]>>[Br:1][c:2]1[c:3]([C:16]([C:17]#[C:18][CH2:19][OH:20])=[O:27])[n:4][c:5]2[n:6]1[c:7]([CH3:15])[c:8]([CH2:13][CH3:14])[c:9]([O:11][CH3:12])[n:10]2. The reactants are CC1(CCCCC1)C(=O)C1=CNC2=NC=C(N=C21)C2=CC(=CC=C2)N2CCNCC2 ((1-methyl-cyclohexyl)-[2-(3-piperazin-1-yl-phenyl)-5H-pyrrolo[2,3-b]pyrazin-7-yl]-methanone), C(C)(=O)OC(C)=O (Acetic anhydride), [OH-].[Na+] (NaOH). The solvent is C1CCOC1 (THF), CN(C)C=O (DMF). Conditions: time 16 hour. Yields the product CC1(CCCCC1)C(=O)C1=CNC2=NC=C(N=C21)C=2C=C(C=CC2)N2CCN(CC2)C(C)=O (1-(4-{3-[7-(1-Methyl-cyclohexanecarbonyl)-5H-pyrrolo[2,3-b]pyrazin-2-yl]-phenyl}-piperazin-1-yl)-ethanone). As a reaction SMILES: [CH3:1][C:2]1([C:8]([C:10]2[C:18]3[C:13](=[N:14][CH:15]=[C:16]([C:19]4[CH:24]=[CH:23][CH:22]=[C:21]([N:25]5[CH2:30][CH2:29][NH:28][CH2:27][CH2:26]5)[CH:20]=4)[N:17]=3)[NH:12][CH:11]=2)=[O:9])[CH2:7][CH2:6][CH2:5][CH2:4][CH2:3]1.[C:31](OC(=O)C)(=[O:33])[CH3:32].[OH-].[Na+]>CN(C=O)C.C1COCC1>[CH3:1][C:2]1([C:8]([C:10]2[C:18]3[C:13](=[N:14][CH:15]=[C:16]([C:19]4[CH:20]=[C:21]([N:25]5[CH2:30][CH2:29][N:28]([C:31](=[O:33])[CH3:32])[CH2:27][CH2:26]5)[CH:22]=[CH:23][CH:24]=4)[N:17]=3)[NH:12][CH:11]=2)=[O:9])[CH2:7][CH2:6][CH2:5][CH2:4][CH2:3]1 |f:2.3|. Procedure details: A 0° C. solution of (1-methyl-cyclohexyl)-[2-(3-piperazin-1-yl-phenyl)-5H-pyrrolo[2,3-b]pyrazin-7-yl]-methanone (24 mg, 0.06 mmol) in DMF (1 ml) was treated with Acetic anhydride (0.01 ml, 0.06 mmol). The reaction mixture was removed from the ice bath and allowed to stir at room temperature for 16 hours. The reaction mixture was partitioned between EtOAc/sat. NaHCO3. The organic layers were collected, dried over MgSO4, filtered, and concentrated giving a white solid which was filtered through a ... Run in C1CCOC1 (THF). As a reaction SMILES: [Si:1]([O:8][CH2:9][C:10]1[NH:14][CH:13]=[N:12][CH:11]=1)([C:4]([CH3:7])([CH3:6])[CH3:5])([CH3:3])[CH3:2].[CH2:15]([Li])CCC.IC.O>C1COCC1>[Si:1]([O:8][CH2:9][C:10]1[N:14]=[CH:13][N:12]([CH3:15])[CH:11]=1)([C:4]([CH3:7])([CH3:5])[CH3:6])([CH3:2])[CH3:3].[Si:1]([O:8][CH2:9][C:10]1[N:14]([CH3:15])[CH:13]=[N:12][CH:11]=1)([C:4]([CH3:7])([CH3:5])[CH3:6])([CH3:2])[CH3:3]. Conditions: temperature -78 celsius, time 30 minute. Product: [Si](C)(C)(C(C)(C)C)OCC=1N=CN(C1)C (4-(tert-butyldimethylsilanyloxymethyl)-1-methyl-1H-imidazole), [Si](C)(C)(C(C)(C)C)OCC1=CN=CN1C (5-(tert-butyldimethylsilanyloxymethyl)-1-methyl-1H-imidazole). The reactants are IC (iodomethane), O (Water), solution, C(CCC)[Li] (butyllithium), hexanes, [Si](C)(C)(C(C)(C)C)OCC1=CN=CN1 (5-(tert-butyldimethylsilanyloxymethyl)-1H-imidazole). Procedure: To a solution of 5-(tert-butyldimethylsilanyloxymethyl)-1H-imidazole (Amino, Y.; Eto, H.; Eguchi, C., Chem. Pharm. Bull., 1989, 37, 1481-1487) (3.158 g, 14.9 mmol) in anhydrous THF (25 ml), cooled to −78° C. under nitrogen, was added a 1.6 M solution of butyllithium in hexanes (10.2 ml, 16.4 mmol). The mixture was stirred under nitrogen at −78° C. for 30 min, then iodomethane (0.97 ml, 15.6 mmol) was added. The mixture was allowed to warm to room temperature and stirred for 5 h. Water (150 ml) w... Yield: 43.0%. Starting materials: ClC=1N=C(C2=C(N1)SC(=N2)I)N2CCOCC2 (4-(5-chloro-2-iodothiazolo[5,4-d]pyrimidin-7-yl)morpholine), CS(=O)(=O)C=1C=C(C=CC1)B(O)O (3-methylsulfonylphenylboronic acid), O (Water). The reagents and catalysts are Cl[Pd]([P](C1=CC=CC=C1)(C2=CC=CC=C2)C3=CC=CC=C3)([P](C4=CC=CC=C4)(C5=CC=CC=C5)C6=CC=CC=C6)Cl (bis (triphenylphosphine)palladium(II) dichloride). Run in C(C)#N (acetonitrile), C([O-])([O-])=O.[Na+].[Na+] (sodium carbonate). Conditions: temperature 100 celsius. Product: ClC=1N=C(C2=C(N1)SC(=N2)C2=CC(=CC=C2)S(=O)(=O)C)N2CCOCC2 (5-chloro-2-(3-methanesulfonyl-phenyl)-7-morpholin-4-yl-thiazolo[5,4-d]pyrimidine). Isolated yield 97.3%. Reaction SMILES: [Cl:1][C:2]1[N:3]=[C:4]([N:12]2[CH2:17][CH2:16][O:15][CH2:14][CH2:13]2)[C:5]2[N:10]=[C:9](I)[S:8][C:6]=2[N:7]=1.[CH3:18][S:19]([C:22]1[CH:23]=[C:24](B(O)O)[CH:25]=[CH:26][CH:27]=1)(=[O:21])=[O:20].O>C(#N)C.C(=O)([O-])[O-].[Na+].[Na+].Cl[Pd](Cl)([P](C1C=CC=CC=1)(C1C=CC=CC=1)C1C=CC=CC=1)[P](C1C=CC=CC=1)(C1C=CC=CC=1)C1C=CC=CC=1>[Cl:1][C:2]1[N:3]=[C:4]([N:12]2[CH2:17][CH2:16][O:15][CH2:14][CH2:13]2)[C:5]2[N:10]=[C:9]([C:26]3[CH:25]=[CH:24][CH:23]=[C:22]([S:19]([CH3:18])(=[O:21])=[O:20])[CH:27]=3)[S:8][C:6]=2[N:7]=1 |f:4.5.6,^1:43,62|. Reported procedure: A mixture of 4-(5-chloro-2-iodothiazolo[5,4-d]pyrimidin-7-yl)morpholine 18 (400 mg, 1 mmol), 3-methylsulfonylphenylboronic acid (230 mg, 1.1 mmol), bis (triphenylphosphine)palladium(II) dichloride (37 mg, 0.052 mmol) in 4 ml of acetonitrile and 4 mL of 1.0 M of sodium carbonate aqueous solution was heated to 100° C. in the microwave for 10 min. Water (5 mL) was added and the resulting solid was filtered and washed with water and ethyl acetate to yield crude 5-chloro-2-(3-methanesulfonyl-phenyl)-... Reactants: [Cr](=O)(=O)([O-])Cl.[NH+]1=CC=CC=C1 (pyridinium chlorochromate), C(C1=CC=CC=C1)C1=C(CO)C=CC(=C1)Cl (2-benzyl-4-chlorobenzyl alcohol). Solvent: C(Cl)Cl (methylene chloride). Conditions: time 2 hour. RXN SMILES: [Cr](Cl)([O-])(=O)=O.[NH+]1C=CC=CC=1.[CH2:12]([C:19]1[CH:26]=[C:25]([Cl:27])[CH:24]=[CH:23][C:20]=1[CH2:21][OH:22])[C:13]1[CH:18]=[CH:17][CH:16]=[CH:15][CH:14]=1>C(Cl)Cl>[CH2:12]([C:19]1[CH:26]=[C:25]([Cl:27])[CH:24]=[CH:23][C:20]=1[CH:21]=[O:22])[C:13]1[CH:14]=[CH:15][CH:16]=[CH:17][CH:18]=1 |f:0.1|. Procedure: To a suspension of 238 g (1.1 mole) of pyridinium chlorochromate and 800 ml of methylene chloride was added 79.3 g (0.34-mole) of 2-benzyl-4-chlorobenzyl alcohol. The mixture was stirred at room temperature for 2 hr. The chromium salts were precipitated by the addition of 2.4 liters of 1:1 ether:petroleum ether, and the precipitate was removed by filtration through Celite. The solvent was removed at reduced pressure to give a yellow oil, which was used without further purification. Product: C(C1=CC=CC=C1)C1=C(C=O)C=CC(=C1)Cl (2-Benzyl-4-chlorobenzaldehyde). The reactants are O (water), C(C)(=O)N1[C@H](C[C@H](C2=CC(=CC=C12)C(=O)N)NC1=CC=C(C=C1)N1CCOCC1)C ((2S,4R)-1-acetyl-2-methyl-4-[(4-morpholinophenyl)amino]-1,2,3,4-tetrahydroquinoline-6-carboxamide), C(C1=CC=CC=C1)(=O)Cl (benzoyl chloride), [H-].[Na+] (sodium hydride). Run in O1CCCC1 (tetrahydrofuran). Run at time 30 minute. Yields the product C(C)(=O)N1C(CC(C2=CC(=CC=C12)C(=O)NC(C1=CC=CC=C1)=O)NC1=CC=C(C=C1)N1CCOCC1)C (1-acetyl-N-benzoyl-2-methyl-4-[(4-morpholinophenyl)amino]-1,2,3,4-tetrahydroquinoline-6-carboxamide). As a reaction SMILES: [C:1]([N:4]1[C:13]2[C:8](=[CH:9][C:10]([C:14]([NH2:16])=[O:15])=[CH:11][CH:12]=2)[C@H:7]([NH:17][C:18]2[CH:23]=[CH:22][C:21]([N:24]3[CH2:29][CH2:28][O:27][CH2:26][CH2:25]3)=[CH:20][CH:19]=2)[CH2:6][C@@H:5]1[CH3:30])(=[O:3])[CH3:2].[H-].[Na+].[C:33](Cl)(=[O:40])[C:34]1[CH:39]=[CH:38][CH:37]=[CH:36][CH:35]=1.O>O1CCCC1>[C:1]([N:4]1[C:13]2[C:8](=[CH:9][C:10]([C:14]([NH:16][C:33](=[O:40])[C:34]3[CH:39]=[CH:38][CH:37]=[CH:36][CH:35]=3)=[O:15])=[CH:11][CH:12]=2)[CH:7]([NH:17][C:18]2[CH:19]=[CH:20][C:21]([N:24]3[CH2:25][CH2:26][O:27][CH2:28][CH2:29]3)=[CH:22][CH:23]=2)[CH2:6][CH:5]1[CH3:30])(=[O:3])[CH3:2] |f:1.2|. Procedure details: [Step 2] 33.2 mg of (2S,4R)-1-acetyl-2-methyl-4-[(4-morpholinophenyl)amino]-1,2,3,4-tetrahydroquinoline-6-carboxamide was dissolved in 1 mL of tetrahydrofuran, and 10.3 mg of sodium hydride was added to the solution at 0° C. The mixture was stirred for 30 minutes at room temperature. Subsequently, 10.3 μL of benzoyl chloride was added dropwise to the mixture, and the mixture was stirred for 12 hours at room temperature. After completion of the reaction, water was added to the reaction mixture, a...